This data is from the Open Reaction Database (ORD), a public repository of structured organic reaction records. The task is: describe an organic reaction: reactants, conditions, products, and yield Reactants: CS(=O)(=O)C1=NC=C(C=N1)C#CC1=CC=CC=C1 (2-methanesulfonyl-5-phenylethynyl-pyrimidine), Cl.COC(=O)[C@@H]1CC[C@H](CC1)N (trans-4-amino-cyclohexylcarboxylic acid methyl ester hydrochloride). Product: COC(=O)[C@@H]1CC[C@H](CC1)NC1=NC=C(C=N1)C#CC1=CC=CC=C1 (trans-4-(5-Phenylethynyl-pyrimidin-2-ylamino)-cyclohexanecarboxylic acid methyl ester). As a reaction SMILES: CS([C:5]1[N:10]=[CH:9][C:8]([C:11]#[C:12][C:13]2[CH:18]=[CH:17][CH:16]=[CH:15][CH:14]=2)=[CH:7][N:6]=1)(=O)=O.Cl.[CH3:20][O:21][C:22]([C@H:24]1[CH2:29][CH2:28][C@H:27]([NH2:30])[CH2:26][CH2:25]1)=[O:23]>>[CH3:20][O:21][C:22]([C@H:24]1[CH2:29][CH2:28][C@H:27]([NH:30][C:5]2[N:10]=[CH:9][C:8]([C:11]#[C:12][C:13]3[CH:18]=[CH:17][CH:16]=[CH:15][CH:14]=3)=[CH:7][N:6]=2)[CH2:26][CH2:25]1)=[O:23] |f:1.2|. Procedure details: The title compound, MS: m/e=336.4 (M+H+), can be prepared in accordance with the general method of example 1, step 3 from 2-methanesulfonyl-5-phenylethynyl-pyrimidine (example 1, step 2) and trans-4-amino-cyclohexylcarboxylic acid methyl ester hydrochloride. The reactants are C(C=C)ON[C@@H]1C(=C[C@@H](NC1)C(=O)N)C ((2R,5R)-5-(allyloxyamino)-4-methyl-1,2,5,6-tetrahydropyridine-2-carboxamide), C(C=C)ON(S(=O)(=O)C1=C(C=CC=C1)[N+](=O)[O-])[C@H]1CN[C@@H](C=C1C(=C)C)CO[Si](C)(C)C(C)(C)C (N-(allyloxy)-N-((3R,6S)-6-((tert-butyldimethylsilyloxy)methyl)-4-(prop-1-en-2-yl)-1,2,3,6-tetrahydropyridin-3-yl)-2-nitrobenzenesulfonamide), C(C=C)ON(S(=O)(=O)C1=C(C=CC=C1)[N+](=O)[O-])[C@H]1CN[C@@H](C=C1C(=C)C)CO[Si](C)(C)C(C)(C)C (N-(allyloxy)-N-((3R,6S)-6-((tert-butyldimethylsilyloxy)methyl)-4-(prop-1-en-2-yl)-1,2,3,6-tetrahydropyridin-3-yl)-2-nitrobenzenesulfonamide). Product: C(C=C)ON[C@H]1CN[C@@H](C=C1C(=C)C)CO[Si](C)(C)C(C)(C)C (O-allyl-N-((3R,6S)-6-((tert-butyldimethylsilyloxy)methyl)-4-(prop-1-en-2-yl)-1,2,3,6-tetrahydropyridin-3-yl)hydroxylamine), oil. Isolated yield 75.0%. RXN SMILES: [CH2:1]([O:4][N:5]([C@@H:18]1[C:23]([C:24]([CH3:26])=[CH2:25])=[CH:22][C@@H:21]([CH2:27][O:28][Si:29]([C:32]([CH3:35])([CH3:34])[CH3:33])([CH3:31])[CH3:30])[NH:20][CH2:19]1)S(C1C=CC=CC=1[N+]([O-])=O)(=O)=O)[CH:2]=[CH2:3].C(ON[C@H]1CN[C@@H](C(N)=O)C=C1C)C=C>>[CH2:1]([O:4][NH:5][C@@H:18]1[C:23]([C:24]([CH3:26])=[CH2:25])=[CH:22][C@@H:21]([CH2:27][O:28][Si:29]([C:32]([CH3:35])([CH3:34])[CH3:33])([CH3:31])[CH3:30])[NH:20][CH2:19]1)[CH:2]=[CH2:3]. Reported procedure: The desired product was prepared from N-(allyloxy)-N-((3R,6S)-6-((tert-butyldimethylsilyloxy)methyl)-4-(prop-1-en-2-yl)-1,2,3,6-tetrahydropyridin-3-yl)-2-nitrobenzenesulfonamide (Intermediate 55, 2.45 g, 4.68 mmol) following the procedure described for Intermediate 22. The desired product was obtained as yellow oil (1.19 g, 75%). The reactants are C(C(=C)C)(=O)OC (methyl methacrylate), COCCO (ethylene glycol monomethyl ether), [C-]#N.[K+] (KCN), COC1=CC=C(O)C=C1 (hydroquinone monomethyl ether), C(C(=C)C)(=O)OC.CO (methyl methacrylate methanol). Reaction conditions: temperature 75 celsius, time 4 hour. The product is C(C(=C)C)(=O)OCCOC (ethylene glycol monomethylether methacrylate). RXN SMILES: [C:1]([O:6][CH3:7])(=[O:5])[C:2]([CH3:4])=[CH2:3].[CH3:8][O:9][CH2:10]CO.[C-]#N.[K+].COC1C=CC(O)=CC=1.C(OC)(=O)C(C)=C.CO>>[C:1]([O:6][CH2:7][CH2:8][O:9][CH3:10])(=[O:5])[C:2]([CH3:4])=[CH2:3] |f:2.3,5.6|. Procedure: 400 g of methyl methacrylate (4 mole), 152 g of ethylene glycol monomethyl ether (2 mole), 2.75 g of KCN (0.5%) and 0.14 g of hydroquinone monomethyl ether (250 ppm) are added to a 1 liter round-bottomed flask. The batch is heated to about 75° C. and the methyl methacrylate/methanol-azeotrope is distilled-off by way of a 1 m vigreux column at 65° C. temperature at the head of the column. After 4 hours, the trans-esterification is completed. After cooling of the flask, the sump is filtered to rem... Reactants: COCOC1=C(C(C=CC2=CC=C(C=C2)OCOC)=O)C=CC(=C1)OCOC (2',4,4'-tris(methoxymethoxy)chalcone). The reagents and catalysts are [Pd] (palladium/carbon). The solvent is C(C)(=O)OCC (ethyl acetate), C(C)(=O)OCC (ethyl acetate). Reaction conditions: time 2 hour. Yields the product COCOC1=C(C=CC(=C1)OCOC)C(CCC1=CC=C(C=C1)OCOC)=O (1-[2,4-bis(methoxymethoxy)phenyl]-3-(4-methoxymethoxyphenyl)-1-propanone). RXN SMILES: [CH3:1][O:2][CH2:3][O:4][C:5]1[CH:24]=[C:23]([O:25][CH2:26][O:27][CH3:28])[CH:22]=[CH:21][C:6]=1[C:7](=[O:20])[CH:8]=[CH:9][C:10]1[CH:15]=[CH:14][C:13]([O:16][CH2:17][O:18][CH3:19])=[CH:12][CH:11]=1>C(OCC)(=O)C.[Pd]>[CH3:1][O:2][CH2:3][O:4][C:5]1[CH:24]=[C:23]([O:25][CH2:26][O:27][CH3:28])[CH:22]=[CH:21][C:6]=1[C:7](=[O:20])[CH2:8][CH2:9][C:10]1[CH:11]=[CH:12][C:13]([O:16][CH2:17][O:18][CH3:19])=[CH:14][CH:15]=1. Reported procedure: Then, a suspension of 2.52 g of 5% palladium/carbon in 50 ml of ethyl acetate was hydrogenated for 2 hours, and a solution of 5.11 g of 2',4,4'-tris(methoxymethoxy)chalcone in 50 ml of ethyl acetate was added to the suspension and hydrogenation was carried out. After the reaction, the palladium/carbon was removed by filtration and the filtrate was concentrated under a reduced pressure to obtain 1-[2,4-bis(methoxymethoxy)phenyl]-3-(4-methoxymethoxyphenyl)-1-propanone. Starting materials: CNC(=O)N(c1cccc(-c2sc(C(=O)OC)c(OCC(=O)OC(C)(C)C)c2Br)c1)C1CC(C)(C)CC(C)(C)C1, ClCCl, O=C(O)C(F)(F)F. Yields the product CNC(=O)N(c1cccc(-c2sc(C(=O)OC)c(OCC(=O)O)c2Br)c1)C1CC(C)(C)CC(C)(C)C1. Reaction SMILES: [CH3:1][O:2][C:3](=[O:4])[c:5]1[s:6][c:7](-[c:20]2[cH:21][c:22]([N:26]([C:27](=[O:28])[NH:29][CH3:30])[CH:31]3[CH2:32][C:33]([CH3:39])([CH3:40])[CH2:34][C:35]([CH3:37])([CH3:38])[CH2:36]3)[cH:23][cH:24][cH:25]2)[c:8]([Br:19])[c:9]1[O:10][CH2:11][C:12](=[O:13])[O:14][C:15]([CH3:16])([CH3:17])[CH3:18].[Cl:48][CH2:49][Cl:50].[F:41][C:42]([F:43])([F:44])[C:45]([OH:46])=[O:47]>>[CH3:1][O:2][C:3](=[O:4])[c:5]1[s:6][c:7](-[c:20]2[cH:21][c:22]([N:26]([C:27](=[O:28])[NH:29][CH3:30])[CH:31]3[CH2:32][C:33]([CH3:39])([CH3:40])[CH2:34][C:35]([CH3:37])([CH3:38])[CH2:36]3)[cH:23][cH:24][cH:25]2)[c:8]([Br:19])[c:9]1[O:10][CH2:11][C:12](=[O:13])[OH:14]. Reactants: C(C)(=O)[O-].C(C)(=O)[O-].C(C)(=O)[O-].C(C)(=O)[O-].[Pb+4] (lead tetraacetate), mercuric acetate, COC1=C(C(=CC(=C1)C)OC)B(O)O (2,6-dimethoxy-4-methylphenylboronic acid). Solvent: C(Cl)(Cl)Cl (chloroform), C(Cl)(Cl)Cl (chloroform), ClCCl (dichloromethane). Run at temperature 40 celsius, time 75 minute. Product: C(C)(=O)[O-].C(C)(=O)[O-].C(C)(=O)[O-].COC1=C(C(=CC(=C1)C)OC)[Pb+3] (2,6-dimethoxy-4-methylphenyllead triacetate). Isolated yield 90.0%. Reaction SMILES: [C:1]([O-:4])(=[O:3])[CH3:2].[C:5]([O-:8])(=[O:7])[CH3:6].[C:9]([O-:12])(=[O:11])[CH3:10].C([O-])(=O)C.[Pb+4:17].[CH3:18][O:19][C:20]1[CH:25]=[C:24]([CH3:26])[CH:23]=[C:22]([O:27][CH3:28])[C:21]=1B(O)O>C(Cl)(Cl)Cl.ClCCl>[C:1]([O-:4])(=[O:3])[CH3:2].[C:5]([O-:8])(=[O:7])[CH3:6].[C:9]([O-:12])(=[O:11])[CH3:10].[CH3:18][O:19][C:20]1[CH:25]=[C:24]([CH3:26])[CH:23]=[C:22]([O:27][CH3:28])[C:21]=1[Pb+3:17] |f:0.1.2.3.4,8.9.10.11|. Procedure: 45.4 g of lead tetraacetate and 3.2 g of mercuric acetate are suspended in 150 ml of anhydrous chloroform and the mixture is heated to 40° C. under an argon atmosphere. A solution of 20 g of 2,6-dimethoxy-4-methylphenylboronic acid (prepared above) in 100 ml of chloroform is added dropwise to the reaction mixture at 40° C. The reaction mixture is left for 75 minutes at 40° C. and is then left to return to room temperature while stirring well. The reaction mixture is stirred at room temperature f...